Dataset: the Open Reaction Database (ORD), a public repository of structured organic reaction records. Task: describe an organic reaction: reactants, conditions, products, and yield The solvent is N1=CC=CC=C1 (pyridine). Run at time 18 hour. As a reaction SMILES: [Cl:1][C:2]1[CH:16]=[CH:15][C:5]2[NH:6][C:7](=O)[C:8]3[C:9](=[CH:11][S:12][CH:13]=3)[NH:10][C:4]=2[CH:3]=1.P12(SP3(SP(SP(S3)(S1)=S)(=S)S2)=S)=[S:18]>N1C=CC=CC=1>[Cl:1][C:2]1[CH:16]=[CH:15][C:5]2[NH:6][C:7](=[S:18])[C:8]3[C:9](=[CH:11][S:12][CH:13]=3)[NH:10][C:4]=2[CH:3]=1. Reactants: ClC1=CC2=C(NC(C=3C(N2)=CSC3)=O)C=C1 (6-chloro-4,9-dihydro-10H-thieno[3,4-b][1,5]benzodiazepin-10-one), P12(=S)SP3(=S)SP(=S)(S1)SP(=S)(S2)S3 (phosphorus pentasulfide). Procedure: A mixture of 0.88 g. of 6-chloro-4,9-dihydro-10H-thieno[3,4-b][1,5]benzodiazepin-10-one and 1.0 g. of phosphorus pentasulfide in 10 ml. of dry pyridine is stirred and heated under reflux for 4 hours. The reaction mixture is concentrated to dryness and the residue is stirred with 20 ml. of 1N sodium carbonate solution (pH 7-7.2) for 18 hours. The precipitate is collected, washed with water and recrystallized from methanol to give an orange solid, m.p. 235°-237° C. (dec.). Product: ClC1=CC2=C(NC(C=3C(N2)=CSC3)=S)C=C1 (6-Chloro-4,9-dihydro-10H-thieno[3,4-b][1,5]benzodiazepine-10-thione). The reactants are [N+](=O)([O-])C=1C=C(C=CC1)N(C=O)CC(C)=O (N-(3-nitrophenyl)-N-(2-oxo-propyl)-formamide), C(C)(=O)[O-].[NH4+] (ammonium acetate), C(C)(=O)O (acetic acid). Run in C=1(C(=CC=CC1)C)C (xylene). Run at time 10 minute. Yields the product CC=1N=CN(C1)C1=CC(=CC=C1)[N+](=O)[O-] (4-methyl-1-(3-nitrophenyl)imidazole). Isolated yield 83.8%. Reaction SMILES: [N+:1]([C:4]1[CH:5]=[C:6]([N:10]([CH2:13][C:14](=O)[CH3:15])[CH:11]=O)[CH:7]=[CH:8][CH:9]=1)([O-:3])=[O:2].C([O-])(=O)C.[NH4+:21].C(O)(=O)C>C1(C)C(C)=CC=CC=1>[CH3:15][C:14]1[N:21]=[CH:11][N:10]([C:6]2[CH:7]=[CH:8][CH:9]=[C:4]([N+:1]([O-:3])=[O:2])[CH:5]=2)[CH:13]=1 |f:1.2|. Procedure: A suspension of N-(3-nitrophenyl)-N-(2-oxo-propyl)-formamide (265 mg), ammonium acetate (919 mg) and acetic acid (0.3 ml) in xylene (5 ml) was refluxed for 2.5 hours and then evaporated under reduced pressure. To the residue were added ethyl acetate and an aqueous solution of sodium hydroxide (1N, 25 ml), and the mixture was stirred for 10 minutes. The separated organic layer was washed with water and brine, dried over magnesium sulfate and evaporated to give 4-methyl-1-(3-nitrophenyl)imidazole ... Reactants: CS(C)=O, CCN(C(C)C)C(C)C, O=C(Nc1ccc(Cl)nc1)OCC(Cl)(Cl)Cl, O, c1ccc(-c2nsc(N3CCNCC3)n2)cc1. Yields the product O=C(Nc1ccc(Cl)nc1)N1CCN(c2nc(-c3ccccc3)ns2)CC1. RXN SMILES: [CH3:44][S:45]([CH3:46])=[O:47].[CH:34]([N:35]([CH:36]([CH3:37])[CH3:38])[CH2:39][CH3:40])([CH3:41])[CH3:42].[Cl:1][c:2]1[cH:3][cH:4][c:5]([NH:8][C:9]([O:10][CH2:11][C:12]([Cl:13])([Cl:14])[Cl:15])=[O:16])[cH:6][n:7]1.[OH2:43].[c:17]1(-[c:23]2[n:24][s:25][c:26]([N:28]3[CH2:29][CH2:30][NH:31][CH2:32][CH2:33]3)[n:27]2)[cH:18][cH:19][cH:20][cH:21][cH:22]1>>[Cl:1][c:2]1[cH:3][cH:4][c:5]([NH:8][C:9](=[O:16])[N:31]2[CH2:30][CH2:29][N:28]([c:26]3[s:25][n:24][c:23](-[c:17]4[cH:18][cH:19][cH:20][cH:21][cH:22]4)[n:27]3)[CH2:33][CH2:32]2)[cH:6][n:7]1. The reactants are C(C1=CC=CC=C1)=O (benzaldehyde), aqueous solution, OC[C@H](O)[C@@H](O)[C@H](O)[C@H](O)CO (D-sorbitol), C1(C2C(C(=O)O1)CCCC2)=O (hexahydrophthalic anhydride). Conditions: time 45 minute. Yields the product C(C1=CC=CC=C1)=C(O)[C@H](O)[C@@H](O)[C@H](O)[C@H](O)CO (monobenzylidene sorbitol). RXN SMILES: [CH:1](=O)[C:2]1[CH:7]=[CH:6][CH:5]=[CH:4][CH:3]=1.[OH:9][CH2:10][C@@H:11]([C@H:13]([C@@H:15]([C@@H:17]([CH2:19][OH:20])[OH:18])[OH:16])[OH:14])[OH:12].C1(=O)OC(=O)C2CCCCC12>>[CH:1](=[C:19]([C@@H:17]([C@H:15]([C@@H:13]([C@@H:11]([CH2:10][OH:9])[OH:12])[OH:14])[OH:16])[OH:18])[OH:20])[C:2]1[CH:7]=[CH:6][CH:5]=[CH:4][CH:3]=1. Procedure details: A reactor was charged with 106 g (1 mole) of benzaldehyde, 270 g (1 mole) of a 70% aqueous solution of D-sorbitol and 15 g of hexahydrophthalic anhydride, and they were reacted at 20° C. with stirring. In 45 minutes after the formation of fine crystals in the mixture within the reactor, the torque of the stirrer became about 3 times as high as that at the start of the reaction. At this time, the amount of monobenzylidene sorbitol formed was 40% of theory. The reactants are CC(C)(C)OC(=O)NCC1CCN(CCN)C1, ClCCl, CN=C=O. Product: CNC(=O)NCCN1CCC(CNC(=O)OC(C)(C)C)C1. As a reaction SMILES: [C:1]([CH3:2])([CH3:3])([CH3:4])[O:5][C:6](=[O:7])[NH:8][CH2:9][CH:10]1[CH2:11][N:12]([CH2:15][CH2:16][NH2:17])[CH2:13][CH2:14]1.[CH2:22]([Cl:23])[Cl:24].[CH3:18][N:19]=[C:20]=[O:21]>>[C:1]([CH3:2])([CH3:3])([CH3:4])[O:5][C:6](=[O:7])[NH:8][CH2:9][CH:10]1[CH2:11][N:12]([CH2:15][CH2:16][NH:17][C:20]([NH:19][CH3:18])=[O:21])[CH2:13][CH2:14]1. The product is C(#N)C1=CC=C(OC2=C(C=CC(=C2)OC2=CC=C(C=C2)C#N)NS(=O)(=O)C2=CC=CC3=CC=CC=C23)C=C1 (Naphthalene-1-sulfonic acid[2,4-bis-(4-cyano-phenoxy)-phenyl]amide). RXN SMILES: [C:1]1([S:11](Cl)(=[O:13])=[O:12])[C:10]2[C:5](=[CH:6][CH:7]=[CH:8][CH:9]=2)[CH:4]=[CH:3][CH:2]=1.[C:15]([C:17]1[CH:39]=[CH:38][C:20]([O:21][C:22]2[CH:27]=[C:26]([O:28][C:29]3[CH:34]=[CH:33][C:32]([C:35]#[N:36])=[CH:31][CH:30]=3)[CH:25]=[CH:24][C:23]=2[NH2:37])=[CH:19][CH:18]=1)#[N:16]>>[C:15]([C:17]1[CH:39]=[CH:38][C:20]([O:21][C:22]2[CH:27]=[C:26]([O:28][C:29]3[CH:34]=[CH:33][C:32]([C:35]#[N:36])=[CH:31][CH:30]=3)[CH:25]=[CH:24][C:23]=2[NH:37][S:11]([C:1]2[C:10]3[C:5](=[CH:6][CH:7]=[CH:8][CH:9]=3)[CH:4]=[CH:3][CH:2]=2)(=[O:13])=[O:12])=[CH:19][CH:18]=1)#[N:16]. Procedure details: 1-Naphthalene sulfonyl chloride (0.148 g, 0.65 mmol) was added to a stirred solution of 1,5-bis-(4-cyano-phenoxy)-2-aminobenzene (0.175 g, 0.54 mmol) along with other reagents as mentioned in Example 20(c) to afford 0.19 g of the required product. 1H NMR (DMSO-d6): δ 6.45 (3H, m), 7.16 (5H, m), 7.42 (6H, m), 7.75 (2H, dd), 7.85 (3H, m). Yield: 68.0%. Reactants: C1(=CC=CC2=CC=CC=C12)S(=O)(=O)Cl (1-Naphthalene sulfonyl chloride), C(#N)C1=CC=C(OC2=C(C=CC(=C2)OC2=CC=C(C=C2)C#N)N)C=C1 (1,5-bis-(4-cyano-phenoxy)-2-aminobenzene). The reactants are C1CCOC1, Cn1nccc1-c1ccc(C(=O)NC(Cc2ccccc2)CN(C(=O)[O-])C(C)(C)C)nc1, CO, Cl, C1COCCO1. Product: Cl, Cn1nccc1-c1ccc(C(=O)NC(CN)Cc2ccccc2)nc1. As a reaction SMILES: [CH2:33]1[O:34][CH2:35][CH2:36][CH2:37]1.[CH3:1][C:2]([N:5]([C:3](=[O:4])[O-:6])[CH2:9][CH:10]([CH2:11][c:12]1[cH:13][cH:14][cH:15][cH:16][cH:17]1)[NH:18][C:19](=[O:20])[c:21]1[n:22][cH:23][c:24](-[c:27]2[cH:28][cH:29][n:30][n:31]2[CH3:32])[cH:25][cH:26]1)([CH3:7])[CH3:8].[CH3:39][OH:40].[ClH:38].[O:41]1[CH2:42][CH2:43][O:44][CH2:45][CH2:46]1>>[ClH:38].[NH2:5][CH2:9][CH:10]([CH2:11][c:12]1[cH:13][cH:14][cH:15][cH:16][cH:17]1)[NH:18][C:19](=[O:20])[c:21]1[n:22][cH:23][c:24](-[c:27]2[cH:28][cH:29][n:30][n:31]2[CH3:32])[cH:25][cH:26]1.